This data is from the Open Reaction Database (ORD), a public repository of structured organic reaction records. The task is: describe an organic reaction: reactants, conditions, products, and yield Starting materials: CS(=O)(=O)Cl, CC(C)NC(C)C, [Na+], CN(C)C=O, [OH-], O, CC(C)(C)OC(=O)N1CCC(O)(c2ncc[nH]2)CC1. Product: CC(C)(C)OC(=O)N1CC=C(c2ncc[nH]2)CC1. As a reaction SMILES: [CH3:27][S:28](=[O:29])(=[O:30])[Cl:31].[CH:20]([NH:21][CH:22]([CH3:23])[CH3:24])([CH3:25])[CH3:26].[Na+:33].[O:34]=[CH:35][N:36]([CH3:37])[CH3:38].[OH-:32].[OH2:39].[OH:1][C:2]1([c:15]2[nH:16][cH:17][cH:18][n:19]2)[CH2:3][CH2:4][N:5]([C:8](=[O:9])[O:10][C:11]([CH3:12])([CH3:13])[CH3:14])[CH2:6][CH2:7]1>>[C:2]1([c:15]2[nH:16][cH:17][cH:18][n:19]2)=[CH:3][CH2:4][N:5]([C:8](=[O:9])[O:10][C:11]([CH3:12])([CH3:13])[CH3:14])[CH2:6][CH2:7]1.